Dataset: the Open Reaction Database (ORD), a public repository of structured organic reaction records. Task: describe an organic reaction: reactants, conditions, products, and yield The reactants are [OH-].[K+] (KOH), [OH-].[K+] (KOH), C(C1=CC=CC=C1)Br (benzyl bromide), OC1=CC=C(C(=O)O)C=C1 (4-hydroxy benzoic acid), Cl (HCl). Solvent: CCO.O (EtOH H2O), O (water). Yields the product C(C1=CC=CC=C1)OC1=CC=C(C(=O)O)C=C1 (4-benzyloxy benzoic acid). Yield: 62.3%. As a reaction SMILES: [OH-].[K+].[CH2:3](Br)[C:4]1[CH:9]=[CH:8][CH:7]=[CH:6][CH:5]=1.[OH:11][C:12]1[CH:20]=[CH:19][C:15]([C:16]([OH:18])=[O:17])=[CH:14][CH:13]=1.Cl>CCO.O.O>[CH2:3]([O:11][C:12]1[CH:20]=[CH:19][C:15]([C:16]([OH:18])=[O:17])=[CH:14][CH:13]=1)[C:4]1[CH:9]=[CH:8][CH:7]=[CH:6][CH:5]=1 |f:0.1,5.6|. Reported procedure: KOH (6.16 g, 109.78 mmol) and benzyl bromide (9.42 g, 55.08 mmol) were added to a stirred solution of 4-hydroxy benzoic acid (6.9 g, 49.96 mmol) in EtOH:H2O (9:1, 176 mL) and the resulting mixture was heated to reflux for 20 hrs. 20% KOH solution (60 mL) was then added the mixture maintained at reflux for 4 hours. The reaction mixture was diluted with water (200 mL) and acidified with 20% HCl. The resulting white precipitate was filtered and washed with water followed by hexane to afford 7.1 g (... Starting materials: [N+](=O)([O-])C1=C(C=CC=C1)O (2-Nitrophenol), C(C)OCCBr (2-bromoethyl ethyl ether), C([O-])([O-])=O.[K+].[K+] (potassium carbonate). Solvent: CC(=O)C (acetone). The product is C(C)OCCOC1=C(C=CC=C1)[N+](=O)[O-] (2-Ethoxyethoxynitrobenzene). Yield: 42.2%. As a reaction SMILES: [N+:1]([C:4]1[CH:9]=[CH:8][CH:7]=[CH:6][C:5]=1[OH:10])([O-:3])=[O:2].[CH2:11]([O:13][CH2:14][CH2:15]Br)[CH3:12].C(=O)([O-])[O-].[K+].[K+]>CC(C)=O>[CH2:11]([O:13][CH2:14][CH2:15][O:10][C:5]1[CH:6]=[CH:7][CH:8]=[CH:9][C:4]=1[N+:1]([O-:3])=[O:2])[CH3:12] |f:2.3.4|. Reported procedure: 2-Nitrophenol (91.0 g., 0.65 mole), 2-bromoethyl ethyl ether (100.0 g., 0.65 mole), anhydrous potassium carbonate (9.0 g, 0.72 mole), and acetone (1 liter) were refluxed for 65 hours. The reaction mixture was filtered, and the acetone removed by rotary evaporation. The residue was partitioned between 200 ml. of dichloromethane and 100 ml water. The organic phase was further washed with 200 ml. of 10% sodium hydroxide followed by 100 cc of water. The product (58.0 g) was obtained in 42% yield by ... The reactants are C(C1=CC=CC=C1)OC(NCC1=CC2=C(N=C(N=C2)SC)N(C1=O)C1CCCC1)=O ((8-Cyclopentyl-2-methylsulfanyl-7-oxo-7,8-dihydro-pyrido[2,3-d]pyrimidin-6-ylmethyl)-carbamic acid benzyl ester), C1(=CC=CC=C1)S(=O)(=O)N1OC1C1=CC=CC=C1 (2-benzenesulfonyl-3-phenyl-oxaziridine). Solvent: ClCCl (dichloromethane). Conditions: time 12 hour. Yields the product C(C1=CC=CC=C1)OC(NCC1=CC2=C(N=C(N=C2)S(=O)C)N(C1=O)C1CCCC1)=O ((8-cyclopentyl-2-methanesulfinyl-7-oxo-7,8-dihydro-pyrido[2,3-d]pyrimidin-6-ylmethyl)-carbamic acid benzyl ester). The yield is 56.6%. As a reaction SMILES: [CH2:1]([O:8][C:9](=[O:30])[NH:10][CH2:11][C:12]1[C:23](=[O:24])[N:22]([CH:25]2[CH2:29][CH2:28][CH2:27][CH2:26]2)[C:15]2[N:16]=[C:17]([S:20][CH3:21])[N:18]=[CH:19][C:14]=2[CH:13]=1)[C:2]1[CH:7]=[CH:6][CH:5]=[CH:4][CH:3]=1.C1(S(N2C(C3C=CC=CC=3)O2)(=O)=[O:38])C=CC=CC=1>ClCCl>[CH2:1]([O:8][C:9](=[O:30])[NH:10][CH2:11][C:12]1[C:23](=[O:24])[N:22]([CH:25]2[CH2:26][CH2:27][CH2:28][CH2:29]2)[C:15]2[N:16]=[C:17]([S:20]([CH3:21])=[O:38])[N:18]=[CH:19][C:14]=2[CH:13]=1)[C:2]1[CH:3]=[CH:4][CH:5]=[CH:6][CH:7]=1. Reported procedure: (8-Cyclopentyl-2-methylsulfanyl-7-oxo-7,8-dihydro-pyrido[2,3-d]pyrimidin-6-ylmethyl)-carbamic acid benzyl ester (1.67 g, 3.93 mmol) and 2-benzenesulfonyl-3-phenyl-oxaziridine (1.34 g, 5.11 mmol) were dissolved in dichloromethane (20 mL) and stirred at ambient temperature for 12 hours. The reaction mixture was then purified by silica gel chromatography to give (8-cyclopentyl-2-methanesulfinyl-7-oxo-7,8-dihydro-pyrido[2,3-d]pyrimidin-6-ylmethyl)-carbamic acid benzyl ester as a white solid (0.98 g,... Product: CNC(C)c1cc(Cl)c(OC)cc1N1CCN(C(=O)Cn2nc(C(F)(F)F)c(Cl)c2C)CC1. As a reaction SMILES: [C:1]([CH3:2])(=[O:3])[c:4]1[c:5]([N:13]2[CH2:14][CH2:15][N:16]([C:19]([CH2:20][n:21]3[n:22][c:23]([C:28]([F:29])([F:30])[F:31])[c:24]([Cl:27])[c:25]3[CH3:26])=[O:32])[CH2:17][CH2:18]2)[cH:6][c:7]([O:11][CH3:12])[c:8]([Cl:10])[cH:9]1.[C:35](#[N:36])[BH3-:37].[CH2:39]1[O:40][CH2:41][CH2:42][CH2:43]1.[CH3:33][NH2:34].[Na+:38]>>[CH:1]([CH3:2])([c:4]1[c:5]([N:13]2[CH2:14][CH2:15][N:16]([C:19]([CH2:20][n:21]3[n:22][c:23]([C:28]([F:29])([F:30])[F:31])[c:24]([Cl:27])[c:25]3[CH3:26])=[O:32])[CH2:17][CH2:18]2)[cH:6][c:7]([O:11][CH3:12])[c:8]([Cl:10])[cH:9]1)[NH:36][CH3:35]. Reactants: COc1cc(N2CCN(C(=O)Cn3nc(C(F)(F)F)c(Cl)c3C)CC2)c(C(C)=O)cc1Cl, [BH3-]C#N, C1CCOC1, CN, [Na+].